From a dataset of the Open Reaction Database (ORD), a public repository of structured organic reaction records. describe an organic reaction: reactants, conditions, products, and yield Starting materials: ClC1=C(OCCCl)C(=CC(=C1)Cl)Cl (2-(2,4,6-trichlorophenoxy) ethyl chloride), C(CC)N (n-propylamine). Run in O (water). The product is C(CC)NCCOC1=C(C=C(C=C1Cl)Cl)Cl (N-n-propyl-N-2-(2,4,6-trichlorophenoxy) ethyl amine). As a reaction SMILES: [Cl:1][C:2]1[CH:11]=[C:10]([Cl:12])[CH:9]=[C:8]([Cl:13])[C:3]=1[O:4][CH2:5][CH2:6]Cl.[CH2:14]([NH2:17])[CH2:15][CH3:16]>O>[CH2:14]([NH:17][CH2:6][CH2:5][O:4][C:3]1[C:2]([Cl:1])=[CH:11][C:10]([Cl:12])=[CH:9][C:8]=1[Cl:13])[CH2:15][CH3:16]. Reported procedure: N-n-propyl-N-2-(2,4,6-trichlorophenoxy)-ethylamine is prepared by selectively chlorinating 2-phenoxy ethanol by reacting it with chlorine either in the presence of hydrogen chloride at a temperature of from -10° C. to 50° C. or in the presence of urea at a temperature of from 20° C. to 55° C. in a water/carbon tetrachloride solvent mixture to form 2-(2,4,6-trichlorophenoxy)ethanol; reacting the 2-(2,4,6-trichlorophenoxy)ethanol with thionyl chloride in the presence of a catalytic amount of tetra... Reactants: O=C1NC2=C(N=C(C1)C=1C=C(C#N)C=CC1)C=CC(=C2)C#CC2=CC=CC=C2 (3-(4-Oxo-7-phenylethynyl-4,5-dihydro-3H-benzo[b][1,4]diazepin-2-yl)-benzonitrile), C1=CCCCC1 (cyclohexene). The product is O=C1NC2=C(N=C(C1)C=1C=C(C#N)C=CC1)C=CC(=C2)C=CC2=CC=CC=C2 (3-(4-Oxo-7-styryl-4,5-dihydro-3H-benzo[b][1,4]diazepin-2-yl)-benzonitrile). Reaction SMILES: [O:1]=[C:2]1[CH2:8][C:7]([C:9]2[CH:10]=[C:11]([CH:14]=[CH:15][CH:16]=2)[C:12]#[N:13])=[N:6][C:5]2[CH:17]=[CH:18][C:19]([C:21]#[C:22][C:23]3[CH:28]=[CH:27][CH:26]=[CH:25][CH:24]=3)=[CH:20][C:4]=2[NH:3]1.C1CCCCC=1>>[O:1]=[C:2]1[CH2:8][C:7]([C:9]2[CH:10]=[C:11]([CH:14]=[CH:15][CH:16]=2)[C:12]#[N:13])=[N:6][C:5]2[CH:17]=[CH:18][C:19]([CH:21]=[CH:22][C:23]3[CH:28]=[CH:27][CH:26]=[CH:25][CH:24]=3)=[CH:20][C:4]=2[NH:3]1. Procedure details: Prepared from 3-(4-oxo-7-phenylethynyl-4,5-dihydro-3H-benzo[b][1,4]diazepin-2-yl)-benzonitrile (Example 2) by catalytic hydrogenation with Lindlar-catalyst in the presence of 10 eq. cyclohexene according to the general procedure G (method a). Obtained as a light yellow solid (159 mg). Reactants: ClC(Cl)Cl, SC1CCCCC1, S=C(Cl)Cl, [Na+], [OH-], O. Reaction SMILES: [CH:5]([Cl:6])([Cl:7])[Cl:8].[CH:9]1([SH:15])[CH2:10][CH2:11][CH2:12][CH2:13][CH2:14]1.[Cl:1][C:2]([Cl:3])=[S:4].[Na+:17].[OH-:16].[OH2:18]>>[Cl:1][CH:2]([Cl:3])[S:4][S:15][CH:9]1[CH2:10][CH2:11][CH2:12][CH2:13][CH2:14]1. Product: ClC(Cl)SSC1CCCCC1. The reactants are NC1=CC=C(COCCOCCCCCCN2C(O[C@@H](C2)C2=CC3=C(OC(OC3)(C)C)C=C2)=O)C=C1 ((5R)-3-(6-{2-[(4-aminobenzyl)oxy]ethoxy}hexyl)-5-(2,2-dimethyl-4H-1,3-benzodioxin-6-yl)-1,3-oxazolidin-2-one), C1(=CC=CC=C1)N=C=O (phenyl isocyanate), C(C)(C)O (Isopropyl alcohol). Run in ClCCl (dichloromethane). Run at time 5 hour. Yields the product CC1(OCC2=C(O1)C=CC(=C2)[C@@H]2CN(C(O2)=O)CCCCCCOCCOCC2=CC=C(C=C2)NC(=O)NC2=CC=CC=C2)C (N-(4-{[2-({6-[(5R)-5-(2,2-Dimethyl-4H-1,3-benzodioxin-6-yl)-2-oxo-1,3-oxazolidin-3-yl]hexyl}oxy)ethoxy]methyl}phenyl)-N′-phenylurea). Reaction SMILES: [NH2:1][C:2]1[CH:36]=[CH:35][C:5]([CH2:6][O:7][CH2:8][CH2:9][O:10][CH2:11][CH2:12][CH2:13][CH2:14][CH2:15][CH2:16][N:17]2[CH2:21][C@@H:20]([C:22]3[CH:33]=[CH:32][C:25]4[O:26][C:27]([CH3:31])([CH3:30])[O:28][CH2:29][C:24]=4[CH:23]=3)[O:19][C:18]2=[O:34])=[CH:4][CH:3]=1.[C:37]1([N:43]=[C:44]=[O:45])[CH:42]=[CH:41][CH:40]=[CH:39][CH:38]=1.C(O)(C)C>ClCCl>[CH3:31][C:27]1([CH3:30])[O:26][C:25]2[CH:32]=[CH:33][C:22]([C@H:20]3[O:19][C:18](=[O:34])[N:17]([CH2:16][CH2:15][CH2:14][CH2:13][CH2:12][CH2:11][O:10][CH2:9][CH2:8][O:7][CH2:6][C:5]4[CH:4]=[CH:3][C:2]([NH:1][C:44]([NH:43][C:37]5[CH:42]=[CH:41][CH:40]=[CH:39][CH:38]=5)=[O:45])=[CH:36][CH:35]=4)[CH2:21]3)=[CH:23][C:24]=2[CH2:29][O:28]1. Procedure details: A solution of (5R)-3-(6-{2-[(4-aminobenzyl)oxy]ethoxy}hexyl)-5-(2,2-dimethyl-4H-1,3-benzodioxin-6-yl)-1,3-oxazolidin-2-one (150 mg) in dichloromethane (5 ml) under nitrogen was treated with phenyl isocyanate (0.07 ml) and the mixture stirred at 20° for 5 h. Isopropyl alcohol (5 ml) was added and the solution was stirred for a further 18 h. The solvent was evaporated in vacuo and the residue purified by SPE (silica, 10 g). Elution with EtOAc-cyclohexane (3:7) then EtOAc gave the title compound (1... The reactants are C(C)(=O)SCC=1CS[C@H]2N(C1C(=O)O)C(C2NC(C(=NOC(C)(OC)C)C=2N=C(SC2)NC(C2=CC=CC=C2)(C2=CC=CC=C2)C2=CC=CC=C2)=O)=O.C(C)NCC (diethylamine 3-acetylthiomethyl-7-[2-(2-tritylamino-4-thiazolyl)-2-(1-methyl-1-methoxy-ethoxyimino)-acetamido]-ceph-3-eme-4-carboxylate), Cl (hydrochloric acid). Run in CC(=O)C (acetone). Yields the product C(C)(=O)SCC=1CS[C@H]2N(C1C(=O)O)C(C2NC(C(=NO)C=2N=C(SC2)NC(C2=CC=CC=C2)(C2=CC=CC=C2)C2=CC=CC=C2)=O)=O (3-acetylthiomethyl-7-[2-(2-tritylamino-4-thiazolyl)-2-hydroxyimino-acetamido]-ceph-3-eme-4-carboxylic acid). As a reaction SMILES: [C:1]([S:4][CH2:5][C:6]1[CH2:7][S:8][C@@H:9]2[CH:16]([NH:17][C:18](=[O:52])[C:19]([C:27]3[N:28]=[C:29]([NH:32][C:33]([C:46]4[CH:51]=[CH:50][CH:49]=[CH:48][CH:47]=4)([C:40]4[CH:45]=[CH:44][CH:43]=[CH:42][CH:41]=4)[C:34]4[CH:39]=[CH:38][CH:37]=[CH:36][CH:35]=4)[S:30][CH:31]=3)=[N:20][O:21]C(C)(OC)C)[C:15](=[O:53])[N:10]2[C:11]=1[C:12]([OH:14])=[O:13])(=[O:3])[CH3:2].C(NCC)C.Cl>CC(C)=O>[C:1]([S:4][CH2:5][C:6]1[CH2:7][S:8][C@@H:9]2[CH:16]([NH:17][C:18](=[O:52])[C:19]([C:27]3[N:28]=[C:29]([NH:32][C:33]([C:46]4[CH:47]=[CH:48][CH:49]=[CH:50][CH:51]=4)([C:34]4[CH:35]=[CH:36][CH:37]=[CH:38][CH:39]=4)[C:40]4[CH:45]=[CH:44][CH:43]=[CH:42][CH:41]=4)[S:30][CH:31]=3)=[N:20][OH:21])[C:15](=[O:53])[N:10]2[C:11]=1[C:12]([OH:14])=[O:13])(=[O:3])[CH3:2] |f:0.1|. Reported procedure: The product of Step A was added to a mixture of 10 ml of acetone and 3.5 ml of 2N hydrochloric acid and the acetone was evaporated. The mixture was extracted with ethyl acetate and the ethyl acetate phase was triturated with ether. The mixture was vacuum filtered to obtain the syn isomer of 3-acetylthiomethyl-7-[2-(2-tritylamino-4-thiazolyl)-2-hydroxyimino-acetamido]-ceph-3-eme-4-carboxylic acid which was then stirred with 4 ml of aqueous formic acid (1 volume water - 2 volumes of formic acid) a... Reactants: CCCCOC(=O)C=Cc1ccc(OC)nc1N(CC1COC(=O)O1)C(=O)C(C)(C)C, CCO, [H][H]. Product: CCCCOC(=O)CCc1ccc(OC)nc1N(CC1COC(=O)O1)C(=O)C(C)(C)C. As a reaction SMILES: [CH3:1][C:2]([C:3](=[O:4])[N:5]([c:6]1[n:7][c:8]([O:21][CH3:22])[cH:9][cH:10][c:11]1[CH:12]=[CH:13][C:14](=[O:15])[O:16][CH2:17][CH2:18][CH2:19][CH3:20])[CH2:23][CH:24]1[O:25][C:26](=[O:29])[O:27][CH2:28]1)([CH3:30])[CH3:31].[CH3:34][CH2:35][OH:36].[H:32][H:33]>>[CH3:1][C:2]([C:3](=[O:4])[N:5]([c:6]1[n:7][c:8]([O:21][CH3:22])[cH:9][cH:10][c:11]1[CH2:12][CH2:13][C:14](=[O:15])[O:16][CH2:17][CH2:18][CH2:19][CH3:20])[CH2:23][CH:24]1[O:25][C:26](=[O:29])[O:27][CH2:28]1)([CH3:30])[CH3:31]. The reactants are C(=O)[O-].[NH4+] (Ammonium formate), C(C1=CC=CC=C1)N1CCC2(CC1)CN(C1=CC=CC(=C12)CNC(OC(C)(C)C)=O)C=1C2=C(N=CN1)CC[C@H]2C ((R)-tert-butyl (1′-benzyl-1-(5-methyl-6,7-dihydro-5H-cyclopenta[d]pyrimidin-4-yl)spiro[indoline-3,4′-piperidine]-4-yl)methylcarbamate). Reagents/catalysts: [Pd] (Pd/C). Solvent: CO (MeOH). Product: C[C@@H]1CCC=2N=CN=C(C21)N2CC1(CCNCC1)C1=C(C=CC=C21)CNC(OC(C)(C)C)=O ((R)-tert-butyl (1-(5-methyl-6,7-dihydro-5H-cyclopenta[d]pyrimidin-4-yl)spiro[indoline-3,4′-piperidine]-4-yl)methylcarbamate). Isolated yield 77.7%. RXN SMILES: C([O-])=O.[NH4+].C([N:12]1[CH2:17][CH2:16][C:15]2([C:25]3[C:20](=[CH:21][CH:22]=[CH:23][C:24]=3[CH2:26][NH:27][C:28](=[O:34])[O:29][C:30]([CH3:33])([CH3:32])[CH3:31])[N:19]([C:35]3[C:36]4[C@H:43]([CH3:44])[CH2:42][CH2:41][C:37]=4[N:38]=[CH:39][N:40]=3)[CH2:18]2)[CH2:14][CH2:13]1)C1C=CC=CC=1>CO.[Pd]>[CH3:44][C@H:43]1[C:36]2[C:35]([N:19]3[C:20]4[C:25](=[C:24]([CH2:26][NH:27][C:28](=[O:34])[O:29][C:30]([CH3:33])([CH3:32])[CH3:31])[CH:23]=[CH:22][CH:21]=4)[C:15]4([CH2:14][CH2:13][NH:12][CH2:17][CH2:16]4)[CH2:18]3)=[N:40][CH:39]=[N:38][C:37]=2[CH2:41][CH2:42]1 |f:0.1|. Procedure details: Ammonium formate (1.82 g, 28.9 mmol) and 10% Pd/C (0.31 g, 20% weight) was added to a solution of (R)-tert-butyl (1′-benzyl-1-(5-methyl-6,7-dihydro-5H-cyclopenta[d]pyrimidin-4-yl)spiro[indoline-3,4′-piperidine]-4-yl)methylcarbamate (1.56 g, 2.89 mmol) in MeOH (28 mL). The mixture was allowed to stir at reflux for 4 hours. After cooling, the reaction mixture was filtered through Celite. The filtrate was evaporated in vacuo. The crude product was taken up in DCM, washed with saturated aqueous NaHC... Reactants: CC(C)(C)OC(=O)C=Cc1ccn(S(=O)(=O)c2ccc(Br)cc2)c1, ClCCl, O=C(O)C(F)(F)F. The product is O=C(O)C=Cc1ccn(S(=O)(=O)c2ccc(Br)cc2)c1. Reaction SMILES: [C:1]([CH3:2])([CH3:3])([CH3:4])[O:5][C:6]([CH:7]=[CH:8][c:9]1[cH:10][n:11]([S:14](=[O:15])(=[O:16])[c:17]2[cH:18][cH:19][c:20]([Br:23])[cH:21][cH:22]2)[cH:12][cH:13]1)=[O:24].[Cl:32][CH2:33][Cl:34].[F:25][C:26]([F:27])([F:28])[C:29]([OH:30])=[O:31]>>[O:5]=[C:6]([CH:7]=[CH:8][c:9]1[cH:10][n:11]([S:14](=[O:15])(=[O:16])[c:17]2[cH:18][cH:19][c:20]([Br:23])[cH:21][cH:22]2)[cH:12][cH:13]1)[OH:24]. Reactants: CCCCN, ClCCl, O=C1Cc2c(n(Cc3cccc4ccccc34)c3ccc(F)cc23)C(=O)O1. Product: CCCCNC(=O)Cc1c(C(=O)O)n(Cc2cccc3ccccc23)c2ccc(F)cc12. RXN SMILES: [CH2:28]([CH2:29][CH2:30][CH3:31])[NH2:32].[Cl:33][CH2:34][Cl:35].[F:1][c:2]1[cH:3][c:4]2[c:5]3[c:6]([n:7]([CH2:11][c:12]4[cH:13][cH:14][cH:15][c:16]5[cH:17][cH:18][cH:19][cH:20][c:21]45)[c:8]2[cH:9][cH:10]1)[C:22](=[O:27])[O:23][C:24](=[O:26])[CH2:25]3>>[F:1][c:2]1[cH:3][c:4]2[c:5]([CH2:25][C:24](=[O:26])[NH:32][CH2:28][CH2:29][CH2:30][CH3:31])[c:6]([C:22]([OH:23])=[O:27])[n:7]([CH2:11][c:12]3[cH:13][cH:14][cH:15][c:16]4[cH:17][cH:18][cH:19][cH:20][c:21]34)[c:8]2[cH:9][cH:10]1. Starting materials: CC1(c2cccc(Br)c2)COCC(=O)N1, C1CCOC1, COc1ccc(P2(=S)SP(=S)(c3ccc(OC)cc3)S2)cc1. The product is CC1(c2cccc(Br)c2)COCC(=S)N1. As a reaction SMILES: [Br:1][c:2]1[cH:3][c:4]([C:8]2([CH3:15])[NH:9][C:10](=[O:14])[CH2:11][O:12][CH2:13]2)[cH:5][cH:6][cH:7]1.[CH2:38]1[O:39][CH2:40][CH2:41][CH2:42]1.[CH3:16][O:17][c:18]1[cH:19][cH:20][c:21]([P:22]2(=[S:25])[S:23][P:24]([c:26]3[cH:27][cH:28][c:29]([O:30][CH3:31])[cH:32][cH:33]3)(=[S:34])[S:35]2)[cH:36][cH:37]1>>[Br:1][c:2]1[cH:3][c:4]([C:8]2([CH3:15])[NH:9][C:10](=[S:25])[CH2:11][O:12][CH2:13]2)[cH:5][cH:6][cH:7]1.